From a dataset of the Open Reaction Database (ORD), a public repository of structured organic reaction records. describe an organic reaction: reactants, conditions, products, and yield Starting materials: II (iodine), C1(=CC=CC=C1)S(=O)(=O)N1C=CC=2C1=NC=CC2OC (1-benzenesulfonyl-4-methoxy-1H-pyrrolo[2,3-b]pyridine), [Li]CCCC (n-BuLi), [O-]S(=O)(=S)[O-].[Na+].[Na+] (Na2S2O3). The solvent is O (Water), C1CCOC1 (THF), C(C)(=O)OCC (Ethyl acetate), C1CCOC1 (THF). Run at temperature 0 celsius, time 20 minute. The product is C1(=CC=CC=C1)S(=O)(=O)N1C(=CC2=C(C=CN=C12)OC)I (1-benzenesulfonyl-2-iodo-4-methoxy-7-azaindole). Isolated yield 69.6%. RXN SMILES: [C:1]1([S:7]([N:10]2[C:14]3=[N:15][CH:16]=[CH:17][C:18]([O:19][CH3:20])=[C:13]3[CH:12]=[CH:11]2)(=[O:9])=[O:8])[CH:6]=[CH:5][CH:4]=[CH:3][CH:2]=1.[Li]CCCC.[I:26]I.[O-]S([O-])(=S)=O.[Na+].[Na+]>C1COCC1.C(OCC)(=O)C.O>[C:1]1([S:7]([N:10]2[C:14]3[C:13](=[C:18]([O:19][CH3:20])[CH:17]=[CH:16][N:15]=3)[CH:12]=[C:11]2[I:26])(=[O:8])=[O:9])[CH:2]=[CH:3][CH:4]=[CH:5][CH:6]=1 |f:3.4.5|. Procedure details: To a solution of 1-benzenesulfonyl-4-methoxy-1H-pyrrolo[2,3-b]pyridine (1.0 g, 3.47 mmol) in THF (50 mL) cooled in a dry ice-acetone bath was added n-BuLi (2.1M in hexanes, 2.0 mL). The mixture was stirred for 20 minutes, warmed to 0° C. and stirred for an additional 30 minutes, then cooled to −78° C. A solution of iodine (1.06 g, 4.16 mmol) in THF (10 mL) was added dropwise over 5 minutes and the mixture was warmed to 0° C. and stirred for one hour. Water (10 mL) was added followed by 10% aq. N... Starting materials: CC(CCC(F)(F)C(F)(F)F)(C(=O)O)S(=O)(=O)CCC(F)(F)C(F)(F)F, CN(C)C=O, ClCCl, O=C(Cl)C(=O)Cl. Yields the product CC(CCC(F)(F)C(F)(F)F)(C(N)=O)S(=O)(=O)CCC(F)(F)C(F)(F)F. Reaction SMILES: [CH3:1][C:2]([C:3](=[O:4])[OH:5])([CH2:6][CH2:7][C:8]([C:9]([F:10])([F:11])[F:12])([F:13])[F:14])[S:15](=[O:16])(=[O:17])[CH2:18][CH2:19][C:20]([C:21]([F:22])([F:23])[F:24])([F:25])[F:26].[CH3:36][N:37]([CH3:38])[CH:39]=[O:40].[Cl:27][CH2:28][Cl:29].[Cl:30][C:31]([C:32]([Cl:33])=[O:34])=[O:35]>>[CH3:1][C:2]([C:3](=[O:4])[NH2:37])([CH2:6][CH2:7][C:8]([C:9]([F:10])([F:11])[F:12])([F:13])[F:14])[S:15](=[O:16])(=[O:17])[CH2:18][CH2:19][C:20]([C:21]([F:22])([F:23])[F:24])([F:25])[F:26]. The reactants are [BH4-], [Cl-], CC(=O)Nc1nc(CCc2ccc(C(=O)n3ccnc3)c(F)c2F)cs1, [NH4+], [Na+], C1CCOC1, O. Product: CC(=O)Nc1nc(CCc2ccc(CO)c(F)c2F)cs1. Reaction SMILES: [BH4-:1].[Cl-:29].[F:3][c:4]1[c:5]([CH2:18][CH2:19][c:20]2[n:21][c:22]([NH:25][C:26]([CH3:27])=[O:28])[s:23][cH:24]2)[cH:6][cH:7][c:8]([C:11](=[O:12])[n:13]2[cH:14][cH:15][n:16][cH:17]2)[c:9]1[F:10].[NH4+:30].[Na+:2].[O:31]1[CH2:32][CH2:33][CH2:34][CH2:35]1.[OH2:36]>>[F:3][c:4]1[c:5]([CH2:18][CH2:19][c:20]2[n:21][c:22]([NH:25][C:26]([CH3:27])=[O:28])[s:23][cH:24]2)[cH:6][cH:7][c:8]([CH2:11][OH:12])[c:9]1[F:10]. The reactants are NC=1N=C(C2=C(N1)SC(=N2)CC2=CC=C(C=C2)Cl)N2CCN(CC2)C(COC2=CC=C(C=C2)Cl)=O (5-amino-7-[4-(4-chlorophenoxyacetyl)piperazin-1-yl]-2-(4-chlorophenylmethyl)thiazolo[5,4-d]pyrimidine), CN(C)C=O (DMF), [OH-].[Na+] (NaOH). Run in ClCCl (dichloromethane). Conditions: time 1 hour. Product: NC=1N=C(C2=C(N1)SC(=N2)C(C)C2=CC=C(C=C2)Cl)N2CCN(CC2)C(COC2=CC=C(C=C2)Cl)=O (5-amino-7-[4-(4-chlorophenoxyacetyl)piperazin-1-yl]-2-(1-(4-chlorophenyl)ethyl)thiazolo[5,4-d]pyrimidine). Isolated yield 74.0%. RXN SMILES: [NH2:1][C:2]1[N:3]=[C:4]([N:19]2[CH2:24][CH2:23][N:22]([C:25](=[O:35])[CH2:26][O:27][C:28]3[CH:33]=[CH:32][C:31]([Cl:34])=[CH:30][CH:29]=3)[CH2:21][CH2:20]2)[C:5]2[N:10]=[C:9]([CH2:11][C:12]3[CH:17]=[CH:16][C:15]([Cl:18])=[CH:14][CH:13]=3)[S:8][C:6]=2[N:7]=1.[OH-].[Na+].[CH3:38]N(C=O)C>ClCCl>[NH2:1][C:2]1[N:3]=[C:4]([N:19]2[CH2:24][CH2:23][N:22]([C:25](=[O:35])[CH2:26][O:27][C:28]3[CH:29]=[CH:30][C:31]([Cl:34])=[CH:32][CH:33]=3)[CH2:21][CH2:20]2)[C:5]2[N:10]=[C:9]([CH:11]([C:12]3[CH:17]=[CH:16][C:15]([Cl:18])=[CH:14][CH:13]=3)[CH3:38])[S:8][C:6]=2[N:7]=1 |f:1.2|. Procedure details: To a suspension of 5-amino-7-[4-(4-chlorophenoxyacetyl)piperazin-1-yl]-2-(4-chlorophenylmethyl)thiazolo[5,4-d]pyrimidine (53 mg, 0.1 mmol) in DMF (2 ml) was added 1N NaOH (150 μl, 0.15 mmol) and Mel (7 μl, 0.11 mmol). The resulting mixture was stirred at room temperature for 1 hour. The reaction mixture was diluted with dichloromethane and washed with water and brine. The organic layer was evaporated in vacuo and purified by flash chromatography on silica, the mobile phase being a mixture of met... Reactants: C1CCNCC1, O=c1cc(C(F)(F)F)c2cc(S(=O)(=O)Cl)ccc2[nH]1. Product: O=c1cc(C(F)(F)F)c2cc(S(=O)(=O)N3CCCCC3)ccc2[nH]1. Reaction SMILES: [CH2:20]1[CH2:21][CH2:22][NH:23][CH2:24][CH2:25]1.[O:1]=[c:2]1[nH:3][c:4]2[cH:5][cH:6][c:7]([S:16](=[O:17])(=[O:18])[Cl:19])[cH:8][c:9]2[c:10]([C:12]([F:13])([F:14])[F:15])[cH:11]1>>[O:1]=[c:2]1[nH:3][c:4]2[cH:5][cH:6][c:7]([S:16](=[O:17])(=[O:18])[N:23]3[CH2:22][CH2:21][CH2:20][CH2:25][CH2:24]3)[cH:8][c:9]2[c:10]([C:12]([F:13])([F:14])[F:15])[cH:11]1. Starting materials: ClCC(=O)C=1C=C2CC(NC2=CC1Cl)=O (5-(2-chloroacetyl)-6-chlorooxindole), FC(C(=O)O)(F)F (trifluoroacetic acid), C(C)[SiH](CC)CC (triethylsilane). Reaction conditions: temperature 42.5 celsius. Yields the product ClCCC=1C=C2CC(NC2=CC1Cl)=O (5-(2-chloro ethyl)-6-chlorooxindole). Yield: 92.2%. Reaction SMILES: [Cl:1][CH2:2][C:3]([C:5]1[CH:6]=[C:7]2[C:11](=[CH:12][C:13]=1[Cl:14])[NH:10][C:9](=[O:15])[CH2:8]2)=O.FC(F)(F)C(O)=O.C([SiH](CC)CC)C>>[Cl:1][CH2:2][CH2:3][C:5]1[CH:6]=[C:7]2[C:11](=[CH:12][C:13]=1[Cl:14])[NH:10][C:9](=[O:15])[CH2:8]2. Procedure details: A mixture of 130 g of 5-(2-chloroacetyl)-6-chlorooxindole, 455 ml of trifluoroacetic acid and 148.6 g of triethylsilane was maintained at a temperature of about 40-45° C. for 7 hours. The reaction mass was filtered at −5 to 0° C. after maintaining for 1 to 2 hours at the same temperature. The compound was washed with 130 ml of water and further slurried in 650 ml of water. After separation from the water, it was then dried to yield 113 g of the title compound.